Dataset: the Open Reaction Database (ORD), a public repository of structured organic reaction records. Task: describe an organic reaction: reactants, conditions, products, and yield Starting materials: N1CCC(CC1)C1=NNC2=CC=CC=C12 (3-(4-piperidinyl)-1H-indazole), C(=O)([O-])[O-].[K+].[K+] (K2CO3), ClCCCOC1=C(C=C(C=C1)C(C)=O)OC (1-[4-(3-chloropropoxy)-3-methoxyphenyl]ethanone), C(C)#N (acetonitrile). Run in O (water). Product: N1N=C(C2=CC=CC=C12)C1CCN(CC1)CCCOC1=C(C=C(C=C1)C(C)=O)OC (1-[4-[3-[4-(1H-Indazol-3-yl)-1-piperidinyl]propoxy]-3-methoxyphenyl]ethanone). The yield is 83.4%. Reaction SMILES: [NH:1]1[CH2:6][CH2:5][CH:4]([C:7]2[C:15]3[C:10](=[CH:11][CH:12]=[CH:13][CH:14]=3)[NH:9][N:8]=2)[CH2:3][CH2:2]1.C([O-])([O-])=O.[K+].[K+].Cl[CH2:23][CH2:24][CH2:25][O:26][C:27]1[CH:32]=[CH:31][C:30]([C:33](=[O:35])[CH3:34])=[CH:29][C:28]=1[O:36][CH3:37].C(#N)C>O>[NH:9]1[C:10]2[C:15](=[CH:14][CH:13]=[CH:12][CH:11]=2)[C:7]([CH:4]2[CH2:3][CH2:2][N:1]([CH2:23][CH2:24][CH2:25][O:26][C:27]3[CH:32]=[CH:31][C:30]([C:33](=[O:35])[CH3:34])=[CH:29][C:28]=3[O:36][CH3:37])[CH2:6][CH2:5]2)=[N:8]1 |f:1.2.3|. Procedure details: A mixture of 3-(4-piperidinyl)-1H-indazole (3.0 g, 15 mmol), K2CO3 (1.6 g), 1-[4-(3-chloropropoxy)-3-methoxyphenyl]ethanone (5.3 g, 22 mmol), a few crystals of KI and acetonitrile (100 ml) was stirred and refluxed for 16 hours. The reaction was poured into water and a white solid separated from solution. The solid was collected, dried and afforded 5.1 g of product. Recrystallization from ethanol yielded 3.6 g, the compound, which upon chromatography (preparative HPLC on silica gel, eluting with ... Starting materials: [N+](=O)([O-])C=1C(=C(C(=C(C(=O)C2=CC=CC=C2)C1)Cl)Cl)[N+](=O)[O-] (dinitro-dichloro benzophenone), O.N (ammonia water), [H][H] (hydrogen), [H][H] (hydrogen), [H][H] (hydrogen), [H][H] (hydrogen). Reagents/catalysts: [Pd] (Pd/C). The solvent is O1CCOCC1 (dioxane). Reaction conditions: temperature 30 celsius. The product is NC=1C=C(C(=O)C2=CC(=CC=C2)N)C=CC1 (3,3'-diamino benzophenone). RXN SMILES: [N+:1]([C:4]1[C:5]([N+]([O-])=O)=[C:6](Cl)[C:7](Cl)=[C:8]([CH:17]=1)[C:9]([C:11]1[CH:16]=[CH:15][CH:14]=[CH:13][CH:12]=1)=[O:10])([O-])=O.[H][H].O.[NH3:26]>[Pd].O1CCOCC1>[NH2:1][C:4]1[CH:17]=[C:8]([CH:7]=[CH:6][CH:5]=1)[C:9]([C:11]1[CH:16]=[CH:15][CH:14]=[C:13]([NH2:26])[CH:12]=1)=[O:10] |f:2.3|. Procedure details: Then, in a closed glass vessel equipped with a thermometer and a stirrer, there are charged 34 g (0.1 moles) of said crude dinitro-dichloro benzophenone, 1 g of 5% Pd/C (from Nihon-Engelhardt Co.) and 100 ml of dioxane. While the mixture being stirred at 70°-80° C., hydrogen is introduced into the vessel so that 14.2 l (0.63 moles) of hydrogen is absorbed during 15 hours. After being cooled to 30° C., the mixture is added with 18.2 g (0.3 moles) of ammonia water and then again introduced, while ...